Dataset: the Open Reaction Database (ORD), a public repository of structured organic reaction records. Task: describe an organic reaction: reactants, conditions, products, and yield Starting materials: [F-].C(CCC)[N+](CCCC)(CCCC)CCCC (tetrabutylammonium fluoride), O (water), C[Si](OC1=NC=CC=C1)(C)C (2-trimethylsilyloxypyridine), O1C2C(OC3=C(C21)C=C(C=C3)S(=O)(=O)C(F)(F)F)(C)C (3,4-epoxy-3,4-dihydro-2,2-dimethyl-6-trifluoromethylsulfonyl-2H-1-benzopyran). The solvent is O1CCCC1 (tetrahydrofuran), O1CCCC1 (tetrahydrofuran). Conditions: time 72 hour. The product is O=C1N(C=CC=C1)[C@H]1[C@@H](C(OC2=C1C=C(C=C2)S(=O)(=O)C(F)(F)F)(C)C)O (trans-3,4-Dihydro-4-(1,2-dihydro-2-oxo-1-pyridyl)-2,2-dimethyl-6-trifluoromethylsulfonyl-2H-1-benzopyran-3-ol). Yield: 38.4%. RXN SMILES: C[Si](C)(C)[O:3][C:4]1[CH:9]=[CH:8][CH:7]=[CH:6][N:5]=1.[O:12]1[CH:18]2[CH:13]1[C:14]([CH3:31])([CH3:30])[O:15][C:16]1[CH:22]=[CH:21][C:20]([S:23]([C:26]([F:29])([F:28])[F:27])(=[O:25])=[O:24])=[CH:19][C:17]=12.[F-].C([N+](CCCC)(CCCC)CCCC)CCC.O>O1CCCC1>[O:3]=[C:4]1[CH:9]=[CH:8][CH:7]=[CH:6][N:5]1[C@@H:18]1[C:17]2[CH:19]=[C:20]([S:23]([C:26]([F:27])([F:29])[F:28])(=[O:25])=[O:24])[CH:21]=[CH:22][C:16]=2[O:15][C:14]([CH3:30])([CH3:31])[C@H:13]1[OH:12] |f:2.3|. Reported procedure: 1.63 g of 2-trimethylsilyloxypyridine was added to a solution of 1.00 g of 3,4-epoxy-3,4-dihydro-2,2-dimethyl-6-trifluoromethylsulfonyl-2H-1-benzopyran (prepared as described in Preparation 8) in 1.2 ml of anhydrous tetrahydrofuran, and a solution of 2.54 g of tetrabutylammonium fluoride in anhydrous tetrahydrofuran was added to the resulting mixture through a syringe, whilst ice-cooling and under an atmosphere of nitrogen. The reaction mixture was stirred at room temperature for 72 hours, after...